Dataset: the Open Reaction Database (ORD), a public repository of structured organic reaction records. Task: describe an organic reaction: reactants, conditions, products, and yield Reactants: C(C)OC(C(CC1=CC=C(C=C1)O)NC(COCC(C(=O)OCC1=CC=CC=C1)OC)=O)=O (2-[2-(2-Benzyloxy carbonyl methoxy-ethoxy)-acetylamino]-3-(4-hydroxy-phenyl)-propionic acid ethyl ester), C(C)(=O)OCC (ethyl acetate). The reagents and catalysts are [Pd] (Palladium on carbon). Reaction conditions: temperature 47.5 celsius, time 9 hour. The product is C(C)OC(C(CC1=CC=C(C=C1)O)NC(COCCOCC(=O)O)=O)=O (2-[2-(2-Carboxy methoxy-ethoxy)-acetylamino]-3-(4-hydroxy-phenyl) -propionic acid ethyl ester). As a reaction SMILES: [CH2:1]([O:3][C:4](=[O:33])[CH:5]([NH:14][C:15](=[O:32])[CH2:16][O:17][CH2:18][CH:19]([O:30][CH3:31])C(OCC1C=CC=CC=1)=O)[CH2:6][C:7]1[CH:12]=[CH:11][C:10]([OH:13])=[CH:9][CH:8]=1)[CH3:2].[C:34]([O:37]CC)(=[O:36])C>[Pd]>[CH2:1]([O:3][C:4](=[O:33])[CH:5]([NH:14][C:15](=[O:32])[CH2:16][O:17][CH2:18][CH2:19][O:30][CH2:31][C:34]([OH:37])=[O:36])[CH2:6][C:7]1[CH:8]=[CH:9][C:10]([OH:13])=[CH:11][CH:12]=1)[CH3:2]. Procedure: 2-[2-(2-Benzyloxy carbonyl methoxy-ethoxy)-acetylamino]-3-(4-hydroxy-phenyl)-propionic acid ethyl ester (5 g) was dissolved in ethyl acetate (200 ml) in a pressure vessel. Palladium on carbon (5%, 50% wet, 2 g) was added and the mixture was stirred under an atmosphere of hydrogen (6 kg) for 9 hours at a temperature of 45-50° C. The catalyst was removed by filtration and distilled off ethyl acetate and the residue was washed with Diisopropyl ether and solvents residue was removed by applying high... Reactants: CCCc1nc(CC)n(-c2ccc(OC3CCC(O)C3)cc2)c(=O)c1Cc1ccc(-c2ccccc2-c2noc(=O)[nH]2)cc1, CCOC(C)=O, ClCCl. Yields the product CCCc1nc(CC)n(-c2ccc(OC3CCC(=O)C3)cc2)c(=O)c1Cc1ccc(-c2ccccc2-c2noc(=O)[nH]2)cc1. As a reaction SMILES: [CH2:1]([CH3:2])[c:3]1[n:4][c:5]([CH2:42][CH2:43][CH3:44])[c:6]([CH2:23][c:24]2[cH:25][cH:26][c:27](-[c:30]3[c:31](-[c:36]4[n:37][o:38][c:39](=[O:41])[nH:40]4)[cH:32][cH:33][cH:34][cH:35]3)[cH:28][cH:29]2)[c:7](=[O:22])[n:8]1-[c:9]1[cH:10][cH:11][c:12]([O:15][CH:16]2[CH2:17][CH:18]([OH:21])[CH2:19][CH2:20]2)[cH:13][cH:14]1.[CH3:48][CH2:49][O:50][C:51](=[O:52])[CH3:53].[Cl:45][CH2:46][Cl:47]>>[CH2:1]([CH3:2])[c:3]1[n:4][c:5]([CH2:42][CH2:43][CH3:44])[c:6]([CH2:23][c:24]2[cH:25][cH:26][c:27](-[c:30]3[c:31](-[c:36]4[n:37][o:38][c:39](=[O:41])[nH:40]4)[cH:32][cH:33][cH:34][cH:35]3)[cH:28][cH:29]2)[c:7](=[O:22])[n:8]1-[c:9]1[cH:10][cH:11][c:12]([O:15][CH:16]2[CH2:17][C:18](=[O:21])[CH2:19][CH2:20]2)[cH:13][cH:14]1.